This data is from the Open Reaction Database (ORD), a public repository of structured organic reaction records. The task is: describe an organic reaction: reactants, conditions, products, and yield Starting materials: C(C)(C)(C)OC(=O)NCC1SC=CN1C(=O)OCC (ethyl 2-(tert-butoxycarbonylamino)methylthiazole-3-carboxylate), [BH4-].[Li+] (lithium borohydride), CC(=O)C (acetone). Run in C(C)O (ethanol). Reaction conditions: time 30 minute. The product is C(C)(C)(C)OC(=O)NCC=1SC=C(N1)CO (2-(tert-Butoxycarbonylamino)methyl-4-hydroxymethylthiazole). Isolated yield 81.0%. Reaction SMILES: [C:1]([O:5][C:6]([NH:8][CH2:9][CH:10]1[N:14](C(OCC)=O)[CH:13]=[CH:12][S:11]1)=[O:7])([CH3:4])([CH3:3])[CH3:2].[BH4-].[Li+].C[C:23](C)=[O:24]>C(O)C>[C:1]([O:5][C:6]([NH:8][CH2:9][C:10]1[S:11][CH:12]=[C:13]([CH2:23][OH:24])[N:14]=1)=[O:7])([CH3:2])([CH3:3])[CH3:4] |f:1.2|. Procedure: To a solution of 0.52 g of ethyl 2-(tert-butoxycarbonylamino)methylthiazole-3-carboxylate in 10 ml of ethanol was added 200 mg of lithium borohydride, and the mixture was stirred at room temperature for 30 minutes. To this reaction solution was added 2 ml of acetone. The mixture was stirred for an additional 30 minutes, and then concentrated under reduced pressure. To the residue were added 15 ml of dichloromethane and 15 ml of a saturated saline solution, and the mixture was stirred for 10 minu... The reactants are CI, CCCCCC, [Li]CCCC, CC(C)NC(C)C, O=C(O)Cc1cccc(OC(F)(F)F)c1, C1CCOC1, O. Yields the product CC(C(=O)O)c1cccc(OC(F)(F)F)c1. As a reaction SMILES: [CH3:28][I:29].[CH3:35][CH2:36][CH2:37][CH2:38][CH2:39][CH3:40].[CH3:8][CH2:9][CH2:10][CH2:11][Li:12].[CH:1]([NH:2][CH:3]([CH3:4])[CH3:5])([CH3:6])[CH3:7].[F:13][C:14]([O:15][c:16]1[cH:17][c:18]([CH2:22][C:23](=[O:24])[OH:25])[cH:19][cH:20][cH:21]1)([F:26])[F:27].[O:30]1[CH2:31][CH2:32][CH2:33][CH2:34]1.[OH2:41]>>[CH3:1][CH:22]([c:18]1[cH:17][c:16]([O:15][C:14]([F:13])([F:26])[F:27])[cH:21][cH:20][cH:19]1)[C:23](=[O:24])[OH:25]. Starting materials: CC1(C(=O)OC(C1)=O)C (2,2 Dimethyl succinic anhydride), NC=1C=CC(=C(C1)C(F)(F)F)C#N (5-amino-2-cyanobenzotrifluoride), solid. Yields the product CC1(C(N(C(C1)=O)C1=CC(=C(C#N)C=C1)C(F)(F)F)=O)C (4-(3,3-dimethyl-2,5-dioxo-1-pyrrolidinyl)-2-trifluoromethyl-benzonitrile). As a reaction SMILES: [CH3:1][C:2]1([CH3:9])[CH2:7][C:6](=O)[O:5][C:3]1=[O:4].[NH2:10][C:11]1[CH:12]=[CH:13][C:14]([C:21]#[N:22])=[C:15]([C:17]([F:20])([F:19])[F:18])[CH:16]=1>>[CH3:1][C:2]1([CH3:9])[CH2:7][C:6](=[O:5])[N:10]([C:11]2[CH:12]=[CH:13][C:14]([C:21]#[N:22])=[C:15]([C:17]([F:18])([F:19])[F:20])[CH:16]=2)[C:3]1=[O:4]. Procedure details: 2,2 Dimethyl succinic anhydride (2.0 g, 15.6 mmol) and 4-amino-2-trifluoromethyl-benzonitrile 1a (2.91 g, 15.6 mmol) was heated at 220° C. for 2 hrs. The resulting solid (4.59 g, 99%) was used as such in the next step. 1H NMR (400 MHz, Acetone-d6) δ: 1.44 (s, 6H), 2.84 (s, 2H), 7.97 (dd, 1H, J1=6.74 Hz, J2=1.63 Hz), 8.08 (s, 1H), 8.24 (d, 1H, J=8.32 Hz).